This data is from the Open Reaction Database (ORD), a public repository of structured organic reaction records. The task is: describe an organic reaction: reactants, conditions, products, and yield Solvent: O1CCCC1 (tetrahydrofuran), O1CCCC1 (tetrahydrofuran). RXN SMILES: [O:1]1[C:5]2[CH:6]=[CH:7][CH:8]=[CH:9][C:4]=2[C:3]([C:10]2[CH:18]=[CH:17][CH:16]=[CH:15][C:11]=2[CH:12](O)[CH3:13])=[N:2]1.C1(P(C2C=CC=CC=2)C2C=CC=CC=2)C=CC=CC=1.N(C(OCC)=O)=NC(OCC)=O.C1(P([N:64]=[N+:65]=[N-:66])(C2C=CC=CC=2)=O)C=CC=CC=1>O1CCCC1>[N:64]([CH:12]([C:11]1[CH:15]=[CH:16][CH:17]=[CH:18][C:10]=1[C:3]1[C:4]2[CH:9]=[CH:8][CH:7]=[CH:6][C:5]=2[O:1][N:2]=1)[CH3:13])=[N+:65]=[N-:66]. Product: N(=[N+]=[N-])C(C)C1=C(C=CC=C1)C1=NOC2=C1C=CC=C2 (3-[2-(1-azidoethyl)-phenyl]-1,2-benzisoxazole). Reported procedure: To a stirred solution of 0.6 g of 2-[2-(1,2-benzisoxazol-3-yl]-a-methylbenzyl alcohol and 0.65 g of triphenylphosphine in 10 ml tetrahydrofuran at 0° C. was added 0.39 ml of diethyl azodicarboxylate followed by a solution of 0.54 ml of diphenylphosphoryl azide in 5 ml of tetrahydrofuran. The solution was warmed to room temperature and stirred for 1.5 h. The reaction was evaporated and purified by flash chromatography eluting with 1:1 toluene-heptane to yield 0.27 g of 3-[2-(1-azidoethyl)-phenyl]... The reactants are C1(=CC=CC=C1)P(=O)(C1=CC=CC=C1)N=[N+]=[N-] (diphenylphosphoryl azide), 2-[, O1N=C(C2=C1C=CC=C2)C2=C(C(C)O)C=CC=C2 (2-(1,2-benzisoxazol-3-yl]-a-methylbenzyl alcohol), C1(=CC=CC=C1)P(C1=CC=CC=C1)C1=CC=CC=C1 (triphenylphosphine), N(=NC(=O)OCC)C(=O)OCC (diethyl azodicarboxylate). Run at time 1.5 hour. RXN SMILES: [O:1]=[C:2]1[CH:7]=[CH:6][N:5]([C:8]2[CH:13]=[CH:12][CH:11]=[C:10]([C:14]([F:17])([F:16])[F:15])[CH:9]=2)[N:4]=[C:3]1[C:18]([NH2:20])=[O:19].CO[CH:23](OC)[N:24]([CH3:26])[CH3:25]>>[CH3:23][N:24]([CH:26]=[N:20][C:18]([C:3]1[C:2](=[O:1])[CH:7]=[CH:6][N:5]([C:8]2[CH:13]=[CH:12][CH:11]=[C:10]([C:14]([F:17])([F:16])[F:15])[CH:9]=2)[N:4]=1)=[O:19])[CH3:25]. The reactants are O=C1C(=NN(C=C1)C1=CC(=CC=C1)C(F)(F)F)C(=O)N (4-oxo-1-[3-(trifluoromethyl)phenyl]-1,4-dihydropyridazine-3-carboxamide), COC(N(C)C)OC (N,N-dimethylformamide dimethylacetal). The product is CN(C)C=NC(=O)C1=NN(C=CC1=O)C1=CC(=CC=C1)C(F)(F)F (N-[(dimethylamino)methylidene]-4-oxo-1-[3-(trifluoromethyl)phenyl]-1,4-dihydropyridazine-3-carboxamide). Reaction conditions: temperature 130 celsius. Reported procedure: A slurry of 4-oxo-1-[3-(trifluoromethyl)phenyl]-1,4-dihydropyridazine-3-carboxamide (0.54 g, 1.91 mmol) in N,N-dimethylformamide dimethylacetal (10 mL) was heated under microwave heating conditions at 130° C. for 15 min. After that time the reaction was cooled on an ice water bath and the resulting crystals collected by filtration and washed with hexanes to give 0.491 g (76%) of N-[(dimethylamino)methylidene]-4-oxo-1-[3-(trifluoromethyl)phenyl]-1,4-dihydropyridazine-3-carboxamide as off white cr... The yield is 76.0%.